Dataset: the Open Reaction Database (ORD), a public repository of structured organic reaction records. Task: describe an organic reaction: reactants, conditions, products, and yield The reactants are BrC=1C=C(C=C(C1)C1(CC1)C#N)/C=C/C(=O)OC (methyl (E)-3-[3-bromo-5-(1-cyanocyclopropyl)phenyl]prop-2-enoate), [BH4-].[Li+] (lithium borohydride), Cl (HCl), C(=O)(O)[O-].[Na+] (NaHCO3). Run in C1CCOC1 (THF). Run at time 8 hour. The product is Petrol ether, BrC=1C=C(C=C(C1)CCCO)C1(CC1)C#N (1-[3-bromo-5-(3-hydroxypropyl)phenyl]cyclopropane-1-carbonitrile). The yield is 11.9%. As a reaction SMILES: [Br:1][C:2]1[CH:3]=[C:4](/[CH:13]=[CH:14]/[C:15](OC)=[O:16])[CH:5]=[C:6]([C:8]2([C:11]#[N:12])[CH2:10][CH2:9]2)[CH:7]=1.[BH4-].[Li+].Cl.C([O-])(O)=O.[Na+]>C1COCC1>[Br:1][C:2]1[CH:7]=[C:6]([C:8]2([C:11]#[N:12])[CH2:10][CH2:9]2)[CH:5]=[C:4]([CH2:13][CH2:14][CH2:15][OH:16])[CH:3]=1 |f:1.2,4.5|. Reported procedure: To methyl (E)-3-[3-bromo-5-(1-cyanocyclopropyl)phenyl]prop-2-enoate (590 mg, 1.927 mmol) in THF (15 mL) at 0° C. was added lithium borohydride (125.9 mg, 5.781 mmol). The reaction was allowed to warm to room temperature and stirred overnight. HCl (2M, aq. soln.) was added and the reaction stirred for 5 minutes until the fizzing subsided. NaHCO3 (sat. aq. soln.) was added and the mixture extracted three times with ethyl acetate. The combined organics were washed with brine, dried over MgSO4, filt... Starting materials: C1CCOC1, CCN(C(C)C)C(C)C, Cc1cccc(Cl)c1Nc1nc2cc(C(=O)O)c3c(c2[nH]1)CC(C)(C)O3, CC(F)(F)c1cccc(N)c1, O=S(Cl)Cl, c1ccccc1. The product is Cc1cccc(Cl)c1Nc1nc2cc(C(=O)Nc3cccc(C(C)(F)F)c3)c3c(c2[nH]1)CC(C)(C)O3. Reaction SMILES: [CH2:57]1[O:58][CH2:59][CH2:60][CH2:61]1.[CH:42]([N:43]([CH2:44][CH3:45])[CH:46]([CH3:47])[CH3:48])([CH3:49])[CH3:50].[Cl:1][c:2]1[c:3]([NH:9][c:10]2[nH:11][c:12]3[c:13]([n:14]2)[cH:15][c:16]([C:24](=[O:25])[OH:26])[c:17]2[c:18]3[CH2:19][C:20]([CH3:22])([CH3:23])[O:21]2)[c:4]([CH3:8])[cH:5][cH:6][cH:7]1.[F:31][C:32]([CH3:33])([F:34])[c:35]1[cH:36][c:37]([NH2:38])[cH:39][cH:40][cH:41]1.[S:27]([Cl:28])([Cl:29])=[O:30].[cH:51]1[cH:52][cH:53][cH:54][cH:55][cH:56]1>>[Cl:1][c:2]1[c:3]([NH:9][c:10]2[nH:11][c:12]3[c:13]([n:14]2)[cH:15][c:16]([C:24](=[O:26])[NH:38][c:37]2[cH:36][c:35]([C:32]([F:31])([CH3:33])[F:34])[cH:41][cH:40][cH:39]2)[c:17]2[c:18]3[CH2:19][C:20]([CH3:22])([CH3:23])[O:21]2)[c:4]([CH3:8])[cH:5][cH:6][cH:7]1. The reactants are ClC1=NC=CC=C1C1=CC=NC=C1 (2-chloro-3-(pyridin-4-yl)pyridine), NC1=CC=C(C=C1)O (4-aminophenol), C([O-])([O-])=O.[Cs+].[Cs+] (cesium carbonate). Solvent: CS(=O)C (DMSO), O (water). Product: N1=C(C(=CC=C1)C1=CC=NC=C1)OC1=CC=C(N)C=C1 (4-(3,4′-bipyridin-2-yloxy)aniline). As a reaction SMILES: Cl[C:2]1[C:7]([C:8]2[CH:13]=[CH:12][N:11]=[CH:10][CH:9]=2)=[CH:6][CH:5]=[CH:4][N:3]=1.[NH2:14][C:15]1[CH:20]=[CH:19][C:18]([OH:21])=[CH:17][CH:16]=1.C(=O)([O-])[O-].[Cs+].[Cs+]>CS(C)=O.O>[N:3]1[CH:4]=[CH:5][CH:6]=[C:7]([C:8]2[CH:13]=[CH:12][N:11]=[CH:10][CH:9]=2)[C:2]=1[O:21][C:18]1[CH:19]=[CH:20][C:15]([NH2:14])=[CH:16][CH:17]=1 |f:2.3.4|. Procedure details: To a 50 mL round-bottomed flask was added 2-chloro-3-(pyridin-4-yl)pyridine (0.75031 g, 3.9 mmol), 4-aminophenol (0.4302 g, 3.9 mmol), cesium carbonate (0.38 ml, 4.7 mmol) in DMSO at 80° C. Upon completion, the reaction was allowed to cool to room temperature. The reaction mixture was diluted with water (10 ml) and extracted with DCM (3 15 mL). The organic extract was washed with water (1 10 mL), brine (1 10 mL), dried with magnesium sulfate, filtered and concentrated. The residue was taken up i...